describe an organic reaction: reactants, conditions, products, and yield From a dataset of the Open Reaction Database (ORD), a public repository of structured organic reaction records. Reactants: C(CC)(O)O (Propanediol), C(C)(=O)OC(C)=O (acetic anhydride), BrC1=C(C=C(C=C1F)C1=C(C(=O)Cl)C=CC=C1)F (4-bromo-3,5-difluorophenylbenzoylchloride), OS(=O)(=O)C(F)(F)F (triflic acid). The solvent is C(C)OCC (diethyl ether). Reaction conditions: temperature -10 celsius, time 1 hour. Product: [O-]S(=O)(=O)C(F)(F)F.BrC1=C(C=C(C=C1F)[C+]1SCCCC1)F (4-bromo-3,5-difluorophenyl thianylium triflate). RXN SMILES: C(O)(O)CC.[Br:6][C:7]1[C:12]([F:13])=[CH:11][C:10]([C:14]2C=[CH:21][CH:20]=[CH:19][C:15]=2C(Cl)=O)=[CH:9][C:8]=1[F:23].[OH:24][S:25]([C:28]([F:31])([F:30])[F:29])(=[O:27])=[O:26].C(OC(=O)C)(=O)C>C(OCC)C>[O-:27][S:25]([C:28]([F:31])([F:30])[F:29])(=[O:26])=[O:24].[Br:6][C:7]1[C:12]([F:13])=[CH:11][C:10]([C+:14]2[CH2:15][CH2:19][CH2:20][CH2:21][S:25]2)=[CH:9][C:8]=1[F:23] |f:5.6|. Reported procedure: Propanediol (0.3 mole) is cooled under a nitrogen atmosphere to a temperature of 0° C. Then 4-bromo-3,5-difluorophenylbenzoylchloride (0.3 mole) are swiftly added with continuous stirring. The reaction mixture is then cooled to −10° C. and triflic acid (0.45 mole) is added. The reaction mixture is stirred further for 1 hour, then acetic anhydride (2 mole) is added maintaining the temperature below 5° C. After adding diethyl ether and stirring for 1 more hour at −10° C., 4-bromo-3,5-difluoropheny... Reactants: BrCC#N (bromoacetonitrile), C(C)(=O)NC1=C2C(CCNC2=C(C=C1)C)=O (5-Acetylamino-8-methyl-2,3-dihydroquinoline-4-one). Solvent: CN(C)C=O (DMF). Product: C(C)(=O)NC1=C2C(CCN(C2=C(C=C1)C)CC#N)=O (5-Acetylamino-1-cyanomethyl-8-methyl-2,3-dihydroquinoline-4-one). As a reaction SMILES: [C:1]([NH:4][C:5]1[CH:14]=[CH:13][C:12]([CH3:15])=[C:11]2[C:6]=1[C:7](=[O:16])[CH2:8][CH2:9][NH:10]2)(=[O:3])[CH3:2].Br[CH2:18][C:19]#[N:20]>CN(C=O)C>[C:1]([NH:4][C:5]1[CH:14]=[CH:13][C:12]([CH3:15])=[C:11]2[C:6]=1[C:7](=[O:16])[CH2:8][CH2:9][N:10]2[CH2:18][C:19]#[N:20])(=[O:3])[CH3:2]. Reported procedure: The compound prepared in (1) above (1.95 gm) was dissolved into 40 ml of DMF, and 6 ml of bromoacetonitrile was added to the solution. After heating under reflux for 3 hours, the reaction mixture was concentrated, and chloroform was added to the residue. The residue, after washing with saturated brine, was dried over anhydrous sodium sulfate. After evaporating the solvent, the residue was subjected to silica gel column chromatography using a chloroform-methanol (100:1) mixed solvent as an eluant... Reactants: CI, [H-], [Na+], CN(C)C=O, CC1(C)OC(=O)c2ccccc2C1n1cncc1CO. The product is COCc1cncn1C1c2ccccc2C(=O)OC1(C)C. As a reaction SMILES: [CH3:23][I:24].[H-:21].[Na+:22].[O:25]=[CH:26][N:27]([CH3:28])[CH3:29].[OH:1][CH2:2][c:3]1[cH:4][n:5][cH:6][n:7]1[CH:8]1[C:9]([CH3:19])([CH3:20])[O:10][C:11](=[O:18])[c:12]2[cH:13][cH:14][cH:15][cH:16][c:17]21>>[O:1]([CH2:2][c:3]1[cH:4][n:5][cH:6][n:7]1[CH:8]1[C:9]([CH3:19])([CH3:20])[O:10][C:11](=[O:18])[c:12]2[cH:13][cH:14][cH:15][cH:16][c:17]21)[CH3:23]. Reactants: CCOC(C)=O, CCCCCC, CC(C)(C)OC(=O)N(CCCCC(c1cc(F)ccc1F)S(=O)(=O)c1ccc(Cl)cc1)S(C)(=O)=O, ClCCl, O=C(O)C(F)(F)F. Product: CS(=O)(=O)NCCCCC(c1cc(F)ccc1F)S(=O)(=O)c1ccc(Cl)cc1. Reaction SMILES: [C:49]([O:50][CH2:51][CH3:52])(=[O:53])[CH3:54].[CH3:43][CH2:44][CH2:45][CH2:46][CH2:47][CH3:48].[Cl:1][c:2]1[cH:3][cH:4][c:5]([S:8](=[O:9])(=[O:10])[CH:11]([CH2:12][CH2:13][CH2:14][CH2:15][N:16]([C:17](=[O:18])[O:19][C:20]([CH3:21])([CH3:22])[CH3:23])[S:24](=[O:25])(=[O:26])[CH3:27])[c:28]2[c:29]([F:35])[cH:30][cH:31][c:32]([F:34])[cH:33]2)[cH:6][cH:7]1.[Cl:55][CH2:56][Cl:57].[OH:36][C:37]([C:38]([F:39])([F:40])[F:41])=[O:42]>>[Cl:1][c:2]1[cH:3][cH:4][c:5]([S:8](=[O:9])(=[O:10])[CH:11]([CH2:12][CH2:13][CH2:14][CH2:15][NH:16][S:24](=[O:25])(=[O:26])[CH3:27])[c:28]2[c:29]([F:35])[cH:30][cH:31][c:32]([F:34])[cH:33]2)[cH:6][cH:7]1. Starting materials: C=1C=CN2C1CNC1=C(C2)C=CC=C1 (10,11-dihydro-5H-pyrrolo[2,1-c][1,4]benzodiazepine), C(C)(C)N(C(C)C)CC (N,N-diisopropylethylamine), CC1=C(C(=O)NC2=C(C=C(C(=O)Cl)C=C2)Cl)C=CC=C1 (4-[(2-methylbenzoyl)amino]-3-chlorobenzoyl chloride). The solvent is ClCCl (dichloromethane), ClCCl (dichloromethane). Conditions: time 8 hour. Product: C=1C=CN2C1CN(C1=C(C2)C=CC=C1)C(=O)C1=CC(=C(C=C1)NC(C1=C(C=CC=C1)C)=O)Cl (N-[4-(5H-Pyrrolo[2,1-c][1,4]benzodiazepin-10(11H)-ylcarbonyl)-2-chlorophenyl]-2-methylbenzamide). The yield is 106.0%. Reaction SMILES: [CH:1]1[CH:2]=[CH:3][N:4]2[CH2:10][C:9]3[CH:11]=[CH:12][CH:13]=[CH:14][C:8]=3[NH:7][CH2:6][C:5]=12.C(N(CC)C(C)C)(C)C.[CH3:24][C:25]1[CH:43]=[CH:42][CH:41]=[CH:40][C:26]=1[C:27]([NH:29][C:30]1[CH:38]=[CH:37][C:33]([C:34](Cl)=[O:35])=[CH:32][C:31]=1[Cl:39])=[O:28]>ClCCl>[CH:1]1[CH:2]=[CH:3][N:4]2[CH2:10][C:9]3[CH:11]=[CH:12][CH:13]=[CH:14][C:8]=3[N:7]([C:34]([C:33]3[CH:37]=[CH:38][C:30]([NH:29][C:27](=[O:28])[C:26]4[CH:40]=[CH:41][CH:42]=[CH:43][C:25]=4[CH3:24])=[C:31]([Cl:39])[CH:32]=3)=[O:35])[CH2:6][C:5]=12. Procedure: To a mixture of 1.38 g of 10,11-dihydro-5H-pyrrolo[2,1-c][1,4]benzodiazepine, 1.11 g of N,N-diisopropylethylamine in 50 ml of dichloromethane is added 2.61 g of 4-[(2-methylbenzoyl)amino]-3-chlorobenzoyl chloride in 25 ml of dichloromethane. The mixture is stirred at room temperature overnight and then washed with H2O and saturated NaHCO3. The organic layer is dried (Na2SO4) and passed through a pad of hydrous magnesium silicate. The filtrate is concentrated, the residue (4.0 g) dissolved in dic... The yield is 56.1%. Reaction conditions: temperature 100 celsius, time 12 hour. The solvent is C(CO)O (ethylene glycol), O (water), [Cl-].[Na+].O (brine). Yields the product IC=1C=C2C(=NC1)N(C(=N2)N)CC2=CC(=C(C=C2)OCC=2C=NC(=CC2)OC)OC (6-iodo-3-(3-methoxy-4-((6-methoxypyridin-3-yl)methoxy)benzyl)-3H-imidazo[4,5-b]pyridin-2-amine). Reaction SMILES: C(OC(=O)[NH:5][C:6]1[N:15]([CH2:16][C:17]2[CH:22]=[CH:21][C:20]([O:23][CH2:24][C:25]3[CH:26]=[N:27][C:28]([O:31][CH3:32])=[CH:29][CH:30]=3)=[C:19]([O:33][CH3:34])[CH:18]=2)[C:9]2=[N:10][CH:11]=[C:12]([I:14])[CH:13]=[C:8]2[N:7]=1)C.[OH-].[K+]>C(O)CO.O.[Cl-].[Na+].O>[I:14][C:12]1[CH:13]=[C:8]2[N:7]=[C:6]([NH2:5])[N:15]([CH2:16][C:17]3[CH:22]=[CH:21][C:20]([O:23][CH2:24][C:25]4[CH:26]=[N:27][C:28]([O:31][CH3:32])=[CH:29][CH:30]=4)=[C:19]([O:33][CH3:34])[CH:18]=3)[C:9]2=[N:10][CH:11]=1 |f:1.2,5.6.7|. Procedure: To a stirred solution of ethyl(6-iodo-3-(3-methoxy-4-((6-methoxypyridin-3-yl)methoxy)benzyl)-3H-imidazo[4,5-b]pyridin-2-yl)carbamate (Example 3-36-2) (0.42 g, 0.71 mmol) in ethylene glycol (6 mL) and water (1 mL) was added potassium hydroxide (0.197 g, 3.51 mmol). The resulting mixture was heated to 100° C. After 12 h, the mixture was allowed to cool to room temperature and was diluted with brine (40 mL). The mixture was extracted with ethyl acetate (3×40 mL). The combined organic phases were dr... The reactants are C(C)OC(NC1=NC=2C(=NC=C(C2)I)N1CC1=CC(=C(C=C1)OCC=1C=NC(=CC1)OC)OC)=O (ethyl(6-iodo-3-(3-methoxy-4-((6-methoxypyridin-3-yl)methoxy)benzyl)-3H-imidazo[4,5-b]pyridin-2-yl)carbamate), [OH-].[K+] (potassium hydroxide). Starting materials: ClC=1C=C(C=O)C=CC1 (3-chlorobenzaldehyde), ClC1=C(CNC2CC2)C=CC=C1Cl (N-(2,3-dichlorobenzyl)cyclopropanamine). Product: ClC=1C=C(CNC2CC2)C=CC1 (N-(3-chlorobenzyl)cyclopropanamine). RXN SMILES: ClC1C=C(C=CC=1)C=O.Cl[C:11]1[C:21]([Cl:22])=[CH:20][CH:19]=[CH:18][C:12]=1[CH2:13][NH:14][CH:15]1[CH2:17][CH2:16]1>>[Cl:22][C:21]1[CH:11]=[C:12]([CH:18]=[CH:19][CH:20]=1)[CH2:13][NH:14][CH:15]1[CH2:16][CH2:17]1. Reported procedure: 1C was synthesized from 3-chlorobenzaldehyde (20.0 g, 142.3 mmol) using the procedure described for 1A as clear liquid. ESI-MS:m/z 182.08 (M+H)+.